This data is from the Open Reaction Database (ORD), a public repository of structured organic reaction records. The task is: describe an organic reaction: reactants, conditions, products, and yield Reactants: N1CCCC1 (pyrrolidine), C(C)NCC (diethylamine), N1CCOCC1 (morpholine), N1CCCCC1 (piperidine). The product is final product, N1=CC(=CC=C1)C1=CC(CCC1)=O (3-(3-pyridinyl)-2-cyclohexen-1-one). RXN SMILES: N1[CH2:6][CH2:5][O:4]CC1.[NH:7]1[CH2:12][CH2:11][CH2:10][CH2:9][CH2:8]1.N1[CH2:17][CH2:16][CH2:15][CH2:14]1.C(NCC)C>>[N:7]1[CH:12]=[CH:11][CH:10]=[C:9]([C:15]2[CH2:16][CH2:17][CH2:6][C:5](=[O:4])[CH:14]=2)[CH:8]=1. Procedure details: Following the procedure described in Example A-2 but using in place of morpholine a molar equivalent quantity of piperidine, pyrrolidine or diethylamine, there is obtained the same final product, 3-(3-pyridinyl)-2-cyclohexen-1-one; however, the following respective intermediates are first produced: 1-(3-pyridinyl)-1-(piperidino)ethylene, 1-(3-pyridinyl)-1-(pyrrolidino)ethylene or 1-(3-pyridinyl)-1-(diethylamino)ethylene and 1-(3-pyridinyl)-3-(piperidino)-1,3-cyclohexadiene, 1-(3-pyridinyl)-3-(py... The product is N1=NC=C2C1=NC=NC2=O (pyrazolo[3,4-d]pyrimidin-4-one). As a reaction SMILES: C1([N:6]2[C:10]([NH2:11])=[C:9]([C:12]([NH2:14])=[O:13])[C:8](CC)=[N:7]2)CCCC1.[CH3:17]N(C)CCOC1C=C(C=CC=1)C=O>>[N:6]1[C:10]2=[N:11][CH:17]=[N:14][C:12](=[O:13])[C:9]2=[CH:8][N:7]=1. Run in xylenes. Procedure details: A mixture of 1-cyclopentyl-3-ethyl-5-amino-1H-pyrazole-4-carboxamide (3.50 g, 15.74 mmol), 3-[2-(dimethylamino)ethoxy]benzaldehyde (3.95 g) and xylenes (10 ml) was heated at 160° C. overnight. The reaction mixture was cooled to room temperature, the solvent was stripped, and the residue was partitioned between chloroform and water. The layers were separated, and the aqueous layer was extracted with chloroform. The organic layers were combined, washed with brine, dried over MgSO4, filtered and st... The reactants are C1(CCCC1)N1N=C(C(=C1N)C(=O)N)CC (1-cyclopentyl-3-ethyl-5-amino-1H-pyrazole-4-carboxamide), CN(CCOC=1C=C(C=O)C=CC1)C (3-[2-(dimethylamino)ethoxy]benzaldehyde). Conditions: temperature 160 celsius. RXN SMILES: [C:1]([C:3]([C:11]1[S:12][C:13]([C:16]#[N:17])=[CH:14][CH:15]=1)([CH:8]([CH3:10])[CH3:9])[CH2:4][CH2:5][CH2:6]I)#[N:2].[C:18]([C:20]1[N:25]=[C:24]([O:26][CH2:27][CH2:28][N:29]2[CH2:34][CH2:33][NH:32][CH2:31][CH2:30]2)[CH:23]=[CH:22][CH:21]=1)#[N:19]>>[C:1]([C:3]([C:11]1[S:12][C:13]([C:16]#[N:17])=[CH:14][CH:15]=1)([CH:8]([CH3:10])[CH3:9])[CH2:4][CH2:5][CH2:6][N:32]1[CH2:33][CH2:34][N:29]([CH2:28][CH2:27][O:26][C:24]2[CH:23]=[CH:22][CH:21]=[C:20]([C:18]#[N:19])[N:25]=2)[CH2:30][CH2:31]1)#[N:2]. Reactants: C(#N)C(CCCI)(C(C)C)C=1SC(=CC1)C#N (4-cyano-4-(5-cyano-2-thienyl)-5-methylhexyl iodide), C(#N)C1=CC=CC(=N1)OCCN1CCNCC1 (1-[2-(6-cyano-2-pyridyloxy)ethyl]piperazine). Procedure: The title compound was synthesized in accordance with Example 75 from 4-cyano-4-(5-cyano-2-thienyl)-5-methylhexyl iodide and 1-[2-(6-cyano-2-pyridyloxy)ethyl]piperazine. The physico-chemical data of the compound was as below. Product: C(#N)C(CCCN1CCN(CC1)CCOC1=NC(=CC=C1)C#N)(C(C)C)C=1SC(=CC1)C#N (1-[4-cyano-4-(5-cyano-2-thienyl)-5-methylhexyl]-4-[2-(6-cyano-2-pyridvloxy)ethyl]piperazine). Yields the product Cc1c(Cl)cccc1Oc1ncc(Cl)cc1C(=O)NC(C)c1ccc(C(=O)O)cc1. Reaction SMILES: [CH3:35][N:36]([CH3:37])[CH:38]=[O:39].[Cl:1][c:2]1[cH:3][c:4]([C:17](=[O:18])[NH:19][CH:20]([CH3:21])[c:22]2[cH:23][cH:24][c:25]([C:26](=[O:27])[O:28][CH3:29])[cH:30][cH:31]2)[c:5]([O:8][c:9]2[c:10]([CH3:16])[c:11]([Cl:15])[cH:12][cH:13][cH:14]2)[n:6][cH:7]1.[ClH:34].[Na+:33].[OH-:32]>>[Cl:1][c:2]1[cH:3][c:4]([C:17](=[O:18])[NH:19][CH:20]([CH3:21])[c:22]2[cH:23][cH:24][c:25]([C:26](=[O:27])[OH:28])[cH:30][cH:31]2)[c:5]([O:8][c:9]2[c:10]([CH3:16])[c:11]([Cl:15])[cH:12][cH:13][cH:14]2)[n:6][cH:7]1. The reactants are CN(C)C=O, COC(=O)c1ccc(C(C)NC(=O)c2cc(Cl)cnc2Oc2cccc(Cl)c2C)cc1, Cl, [Na+], [OH-]. Reactants: CCN(C(C)C)C(C)C (DIPEA), C1(=CC=CC=C1)C1=CC(=NN1)C(=O)NCC(=O)O ([(5-phenyl-1H-pyrazole-3-carbonyl)-amino]-acetic acid), CCN=C=NCCCN(C)C.Cl (EDCI.HCl), Cl.C1(=CC(=CC=C1)OC1CCNCC1)C (4-m-tolyloxy-piperidine hydrochloride), C=1C=CC2=C(C1)N=NN2O (HOBt), Intermediate 15. The solvent is CN(C)C=O (DMF), O (water). Reaction conditions: time 8 hour. The product is O=C(CNC(=O)C1=NNC(=C1)C1=CC=CC=C1)N1CCC(CC1)OC=1C=C(C=CC1)C (5-phenyl-1H-pyrazole-3-carboxylic acid [2-oxo-2-(4-m-tolyloxy-piperidin-1-yl)-ethyl]-amide). The yield is 55.0%. As a reaction SMILES: CCN(C(C)C)C(C)C.[C:10]1([C:16]2[NH:20][N:19]=[C:18]([C:21]([NH:23][CH2:24][C:25]([OH:27])=O)=[O:22])[CH:17]=2)[CH:15]=[CH:14][CH:13]=[CH:12][CH:11]=1.C1C=CC2N(O)N=NC=2C=1.CCN=C=NCCCN(C)C.Cl.Cl.[C:51]1([CH3:64])[CH:56]=[CH:55][CH:54]=[C:53]([O:57][CH:58]2[CH2:63][CH2:62][NH:61][CH2:60][CH2:59]2)[CH:52]=1>CN(C=O)C.O>[O:27]=[C:25]([N:61]1[CH2:62][CH2:63][CH:58]([O:57][C:53]2[CH:52]=[C:51]([CH3:64])[CH:56]=[CH:55][CH:54]=2)[CH2:59][CH2:60]1)[CH2:24][NH:23][C:21]([C:18]1[CH:17]=[C:16]([C:10]2[CH:11]=[CH:12][CH:13]=[CH:14][CH:15]=2)[NH:20][N:19]=1)=[O:22] |f:3.4,5.6|. Procedure details: DIPEA (155 mg, 1.2 mmol) was added to a stirred solution of [(5-phenyl-1H-pyrazole-3-carbonyl)-amino]-acetic acid (100 mg, 0.4 mmol) in DMF (2 mL) followed by HOBt (54 mg, 0.4 mmol) and EDCI.HCl (84 mg, 0.44 mmol). After 2 minutes 4-m-tolyloxy-piperidine hydrochloride (107 mg, 0.4 mmol) (prepared by method used for the synthesis of Intermediate 15) was added to the reaction mixture and stirring was continued at ambient temperature overnight. The reaction mixture was diluted with cold water, the ... Reaction SMILES: [Cl:1][c:2]1[cH:3][cH:4][c:5]([C:8]2([C:14](=[O:15])[OH:16])[CH2:9][CH2:10][CH2:11][CH2:12][CH2:13]2)[cH:6][cH:7]1.[Cl:40][CH:41]([Cl:42])[Cl:43].[NH2:17][CH2:18][CH2:19][CH2:20][N:21]1[CH2:22][CH2:23][CH:24]([c:27]2[cH:28][c:29]([NH:34][C:35]([CH:36]([CH3:37])[CH3:38])=[O:39])[cH:30][cH:31][c:32]2[F:33])[CH2:25][CH2:26]1>>[Cl:1][c:2]1[cH:3][cH:4][c:5]([C:8]2([C:14](=[O:16])[NH:17][CH2:18][CH2:19][CH2:20][N:21]3[CH2:22][CH2:23][CH:24]([c:27]4[cH:28][c:29]([NH:34][C:35]([CH:36]([CH3:37])[CH3:38])=[O:39])[cH:30][cH:31][c:32]4[F:33])[CH2:25][CH2:26]3)[CH2:9][CH2:10][CH2:11][CH2:12][CH2:13]2)[cH:6][cH:7]1. The reactants are O=C(O)C1(c2ccc(Cl)cc2)CCCCC1, ClC(Cl)Cl, CC(C)C(=O)Nc1ccc(F)c(C2CCN(CCCN)CC2)c1. Yields the product CC(C)C(=O)Nc1ccc(F)c(C2CCN(CCCNC(=O)C3(c4ccc(Cl)cc4)CCCCC3)CC2)c1. Procedure: Under argon atmosphere, a mixture of methyl 7-bromo-1,1-dioxo-2,3-dihydro-1-benzothiepine-4-carboxylate (0.80 g), 4-piperidinophenyl borate (0.55 g) and potassium carbonate (0.67 g) in toluene/ethanol/water (30/3/3 ml) was stirred at room temperature for 1 hour. To the mixture was added tetrakistriphenylphosphinepalladium (0.14 g), and the mixture was refluxed for 15 hours, cooled, extracted with ethyl acetate, washed with saturated brine, dried with magnesium sulfate and concentrated under redu... RXN SMILES: Br[C:2]1[CH:3]=[CH:4][C:5]2[S:11](=[O:13])(=[O:12])[CH2:10][CH2:9][C:8]([C:14]([O:16][CH3:17])=[O:15])=[CH:7][C:6]=2[CH:18]=1.B([O-])([O-])O[C:21]1[CH:26]=[CH:25][C:24]([N:27]2[CH2:32][CH2:31][CH2:30][CH2:29][CH2:28]2)=[CH:23][CH:22]=1.C(=O)([O-])[O-].[K+].[K+]>C1(C)C=CC=CC=1.C(O)C.O.C1C=CC([P]([Pd]([P](C2C=CC=CC=2)(C2C=CC=CC=2)C2C=CC=CC=2)([P](C2C=CC=CC=2)(C2C=CC=CC=2)C2C=CC=CC=2)[P](C2C=CC=CC=2)(C2C=CC=CC=2)C2C=CC=CC=2)(C2C=CC=CC=2)C2C=CC=CC=2)=CC=1>[N:27]1([C:24]2[CH:25]=[CH:26][C:21]([C:2]3[CH:3]=[CH:4][C:5]4[S:11](=[O:13])(=[O:12])[CH2:10][CH2:9][C:8]([C:14]([O:16][CH3:17])=[O:15])=[CH:7][C:6]=4[CH:18]=3)=[CH:22][CH:23]=2)[CH2:32][CH2:31][CH2:30][CH2:29][CH2:28]1 |f:2.3.4,5.6.7,^1:55,57,76,95|. The product is N1(CCCCC1)C1=CC=C(C=C1)C=1C=CC2=C(C=C(CCS2(=O)=O)C(=O)OC)C1 (methyl 7-(4-piperidinophenyl)-1,1-dioxo-2,3-dihydro-1-benzothiepine-4-carboxylate). Reactants: BrC=1C=CC2=C(C=C(CCS2(=O)=O)C(=O)OC)C1 (methyl 7-bromo-1,1-dioxo-2,3-dihydro-1-benzothiepine-4-carboxylate), B(OC1=CC=C(C=C1)N1CCCCC1)([O-])[O-] (4-piperidinophenyl borate), C([O-])([O-])=O.[K+].[K+] (potassium carbonate). Conditions: time 1 hour. Yield: 85.5%. Run in C1(=CC=CC=C1)C.C(C)O.O (toluene ethanol water). The reagents and catalysts are C=1C=CC(=CC1)[P](C=2C=CC=CC2)(C=3C=CC=CC3)[Pd]([P](C=4C=CC=CC4)(C=5C=CC=CC5)C=6C=CC=CC6)([P](C=7C=CC=CC7)(C=8C=CC=CC8)C=9C=CC=CC9)[P](C=1C=CC=CC1)(C=1C=CC=CC1)C=1C=CC=CC1 (tetrakistriphenylphosphinepalladium).